The task is: describe an organic reaction: reactants, conditions, products, and yield. This data is from the Open Reaction Database (ORD), a public repository of structured organic reaction records. Starting materials: C(C=C)C12C3C(C(C=C1)C2)C(=O)OC3=O (allyl-bicyclo[2.2.1]hept-5-ene-2,3-dicarboxylic acid anhydride), N (ammonia). Product: C(C=C)C12C(C(C(C=C1)C2)C(=O)O)C(O)=N (allyl-bicyclo[2.2.1]hept-5-ene-2,3-dicarboxylic acid imide). Yield: 60.0%. RXN SMILES: [CH2:1]([C:4]12[CH2:10][CH:7]([CH:8]=[CH:9]1)[CH:6]1[C:11]([O:13][C:14](=[O:15])[CH:5]21)=[O:12])[CH:2]=[CH2:3].[NH3:16]>>[CH2:1]([C:4]12[CH2:10][CH:7]([CH:8]=[CH:9]1)[CH:6]([C:11]([OH:13])=[O:12])[CH:5]2[C:14](=[NH:16])[OH:15])[CH:2]=[CH2:3]. Procedure details: A mixture of 102 g of allyl-bicyclo[2.2.1]hept-5-ene-2,3-dicarboxylic acid anhydride, prepared according to Example 1 in U.S. Pat. No. 3,105,839, and 68.1 g of 25% aqueous ammonia solution is refluxed with cooling at 95°-102° C. for 70 minutes, while stirring. The water and excess ammonia are then distilled off under reduced pressure (6,133 Pa). When the internal temperature reaches 120° C., 54 ml of aqueous ammonia have been distilled off. An orange-coloured, viscous residue remains, and is dis... The reactants are FC(C=1NC(=C(C(C1C(=O)OCC)CC)C(=O)OCC)C(F)(F)F)(F)F (diethyl 2,6-bis(trifluoromethyl)-1,4-dihydro-4-ethyl-3,5-pyridinedicarboxylate), N12CCCC=CC2NCCC1 (1,8-diazabicyclo-[5.4.0]-undec-5-ene), ice, Cl (hydrochloric acid). The solvent is O1CCCC1 (tetrahydrofuran). Product: FC(C1=NC(=C(C(=C1C(=O)OCC)CC)C(=O)OCC)C(F)(F)F)F (diethyl 2-(difluoromethyl)-4-ethyl-6-(trifluoromethyl)-3,5-pyridinedicarboxylate). Isolated yield 78.4%. RXN SMILES: [F:1][C:2]([F:26])([F:25])[C:3]1[NH:4][C:5]([C:21](F)([F:23])[F:22])=[C:6]([C:16]([O:18][CH2:19][CH3:20])=[O:17])[CH:7]([CH2:14][CH3:15])[C:8]=1[C:9]([O:11][CH2:12][CH3:13])=[O:10].N12CCCNC1C=CCCC2.Cl>O1CCCC1>[F:23][CH:21]([F:22])[C:5]1[C:6]([C:16]([O:18][CH2:19][CH3:20])=[O:17])=[C:7]([CH2:14][CH3:15])[C:8]([C:9]([O:11][CH2:12][CH3:13])=[O:10])=[C:3]([C:2]([F:26])([F:1])[F:25])[N:4]=1. Procedure: A mixture of 1558 g (4.00 moles) of diethyl 2,6-bis(trifluoromethyl)-1,4-dihydro-4-ethyl-3,5-pyridinedicarboxylate, 628 g (4.0 moles) of 1,8-diazabicyclo-[5.4.0]-undec-5-ene (DBU), and 500 ml of tetrahydrofuran is held at reflux for 19 hours, cooled and poured into a mixture of 2 kg of ice and 250 ml of concentrated hydrochloric acid. The organic layer is separated and the aqueous layer extracted with 500 ml of CH2Cl2 twice. The combined organic materials are dried (MgSO4) and concentrated. The ...